Dataset: the Open Reaction Database (ORD), a public repository of structured organic reaction records. Task: describe an organic reaction: reactants, conditions, products, and yield Reactants: COC(=O)C1=C(OS(=O)(=O)C(F)(F)F)c2cc(Br)ccc2OCC1, [Li]C, CCOCC, [Cu]I. Yields the product COC(=O)C1=C(C)c2cc(Br)ccc2OCC1. RXN SMILES: [Br:3][c:4]1[cH:5][c:6]2[c:7]([cH:25][cH:26]1)[O:8][CH2:9][CH2:10][C:11]([C:21](=[O:22])[O:23][CH3:24])=[C:12]2[O:13][S:14]([C:15]([F:16])([F:17])[F:18])(=[O:19])=[O:20].[CH3:1][Li:2].[CH3:27][CH2:28][O:29][CH2:30][CH3:31].[Cu:32][I:33]>>[CH3:1][C:12]1=[C:11]([C:21](=[O:22])[O:23][CH3:24])[CH2:10][CH2:9][O:8][c:7]2[c:6]1[cH:5][c:4]([Br:3])[cH:26][cH:25]2. Reactants: C(C1=CC=CC=C1)OC(N[C@H]([C@@H](C(F)(F)F)O)CC1=CC=C(C=C1)OCC1=CC=CC=C1)=O (N-[(1S,2S)-1-(4-Benzyloxyphenyl)methyl-3,3,3-trifluoro-2-hydroxypropyl]carbamic acid benzyl ester). The reagents and catalysts are [OH-].[Pd+2].[OH-] (palladium hydroxide). Solvent: C(C)(=O)OCC (ethyl acetate). Reaction conditions: time 2 hour. Product: N[C@H]([C@@H](C(F)(F)F)O)CC1=CC=C(C=C1)O ((2S,3 S)-3-Amino-1,1,1-trifluoro-4-(4-hydroxy-phenyl)-2-butanol). As a reaction SMILES: C(OC(=O)[NH:10][C@@H:11]([CH2:18][C:19]1[CH:24]=[CH:23][C:22]([O:25]CC2C=CC=CC=2)=[CH:21][CH:20]=1)[C@H:12]([OH:17])[C:13]([F:16])([F:15])[F:14])C1C=CC=CC=1>C(OCC)(=O)C.[OH-].[Pd+2].[OH-]>[NH2:10][C@@H:11]([CH2:18][C:19]1[CH:20]=[CH:21][C:22]([OH:25])=[CH:23][CH:24]=1)[C@H:12]([OH:17])[C:13]([F:15])([F:16])[F:14] |f:2.3.4|. Procedure details: N-[(1S,2S)-1-(4-Benzyloxyphenyl)methyl-3,3,3-trifluoro-2-hydroxypropyl]carbamic acid benzyl ester (2.19 g, 4.8 mmol) was dissolved in ethyl acetate (30 ml), and thereto was added 20% palladium hydroxide (1 g). The mixture was stirred at room temperature for 2 hours under hydrogen atmosphere. The catalyst was removed by filtration, and the filtrate was concentrated under reduced pressure to give the desired compound (1.11 g, yield: quantitatively) as an oil.